Dataset: the Open Reaction Database (ORD), a public repository of structured organic reaction records. Task: describe an organic reaction: reactants, conditions, products, and yield The reactants are C(C)C1(CC1)C(=O)C=CC1=CC(=C(C=C1)OC)OC (2-(3,4-dimethoxyphenyl)vinyl 1-ethylcyclopropyl ketone), [H-].[Al+3].[Li+].[H-].[H-].[H-] (lithium aluminum hydride), B1. Yields the product COC=1C=C(C=CC1OC)CCC(O)C1(CC1)CC (2-(3,4-Dimethoxyphenyl)ethyl 1-ethylcyclopropyl carbinol). As a reaction SMILES: [CH2:1]([C:3]1([C:6]([CH:8]=[CH:9][C:10]2[CH:15]=[CH:14][C:13]([O:16][CH3:17])=[C:12]([O:18][CH3:19])[CH:11]=2)=[O:7])[CH2:5][CH2:4]1)[CH3:2].[H-].[Al+3].[Li+].[H-].[H-].[H-]>>[CH3:19][O:18][C:12]1[CH:11]=[C:10]([CH2:9][CH2:8][CH:6]([C:3]2([CH2:1][CH3:2])[CH2:5][CH2:4]2)[OH:7])[CH:15]=[CH:14][C:13]=1[O:16][CH3:17] |f:1.2.3.4.5.6|. Reported procedure: 2-(3,4-Dimethoxyphenyl)ethyl 1-ethylcyclopropyl carbinol [IV; Ar is 3,4--(CH3O)2C6H3, R is C2H5 ] was prepared from 15 g. of 2-(3,4-dimethoxyphenyl)vinyl 1-ethylcyclopropyl ketone (Preparation A4) and 2.2 g. of lithium aluminum hydride according to the procedure described above in Preparation B1, affording 10 g., b.p. 148°-150° C. (0.01 mm.). Reactants: C(C)(C)(C)OC(=O)N1[C@@H](C[C@H](C1)OS(=O)(=O)C)C(=O)OC ((2S,4R)-1-t-butoxycarbonyl-4-methylsulfonyloxy-2-methoxycarbonylpyrrolidine), C(C1=CC=CC=C1)(=O)[O-].[Na+] (sodium benzoate). The solvent is CS(=O)C (dimethyl sulfoxide), C(C)(=O)OCC (ethyl acetate). Run at temperature 90 celsius, time 8 hour. Yields the product C(C1=CC=CC=C1)(=O)O[C@H]1C[C@H](N(C1)C(=O)OC(C)(C)C)C(=O)OC ((2S,4S)-4-benzoyloxy-1-t-butoxycarbonyl-2-methoxycarbonylpyrrolidine). Yield: 88.8%. Reaction SMILES: [C:1]([O:5][C:6]([N:8]1[CH2:12][C@H:11]([O:13]S(C)(=O)=O)[CH2:10][C@H:9]1[C:18]([O:20][CH3:21])=[O:19])=[O:7])([CH3:4])([CH3:3])[CH3:2].[C:22]([O-])(=[O:29])[C:23]1[CH:28]=[CH:27][CH:26]=[CH:25][CH:24]=1.[Na+]>CS(C)=O.C(OCC)(=O)C>[C:22]([O:13][C@@H:11]1[CH2:12][N:8]([C:6]([O:5][C:1]([CH3:4])([CH3:3])[CH3:2])=[O:7])[C@H:9]([C:18]([O:20][CH3:21])=[O:19])[CH2:10]1)(=[O:29])[C:23]1[CH:28]=[CH:27][CH:26]=[CH:25][CH:24]=1 |f:1.2|. Procedure: A mixture of (2S,4R)-1-t-butoxycarbonyl-4-methylsulfonyloxy-2-methoxycarbonylpyrrolidine (32.3 g) and sodium benzoate (28.8 g) in dimethyl sulfoxide (320 ml) was stirred at 90° C. overnight and cooled to room temperature. The mixture was diluted with ethyl acetate (600 ml) and washed successively with water and brine. The organic phase was dried over magnesium sulfate and the solvent was evaporated in vacuo to give an oil. The oil was crystallized from n-hexane to give (2S,4S)-4-benzoyloxy-1-t-b... The reactants are C1(=CC=CC=C1)C1=CNC(C=2C=CC=NC12)=O (8-phenyl-1,6-naphthyridin-5-one), C([O-])([O-])=O.[K+].[K+] (potassium carbonate), ICC (Iodoethane). The solvent is CN(C)C=O (DMF). Reaction conditions: temperature 21 celsius, time 30 minute. Yields the product C(C)N1C(C=2C=CC=NC2C(=C1)C1=CC=CC=C1)=O (6-ethyl-8-phenyl-1,6-naphthyridin-5-one). Yield: 0.0%. Reaction SMILES: [C:1]1([C:7]2[C:16]3[N:15]=[CH:14][CH:13]=[CH:12][C:11]=3[C:10](=[O:17])[NH:9][CH:8]=2)[CH:6]=[CH:5][CH:4]=[CH:3][CH:2]=1.C(=O)([O-])[O-].[K+].[K+].I[CH2:25][CH3:26]>CN(C=O)C>[CH2:25]([N:9]1[CH:8]=[C:7]([C:1]2[CH:2]=[CH:3][CH:4]=[CH:5][CH:6]=2)[C:16]2[N:15]=[CH:14][CH:13]=[CH:12][C:11]=2[C:10]1=[O:17])[CH3:26] |f:1.2.3|. Procedure details: To a solution of 8-phenyl-1,6-naphthyridin-5-one (142 mg, 0.6 moles) in 5 ml DMF was added solid potassium carbonate. The resulting suspension was stirred under nitrogen at 21° C. for 30 minutes. Iodoethane (0.13 ml, 1.6 moles) was added and the reaction mixture heated overnight to 80° C. The mixture was cooled and concentrated under vacuum, and chromatographed by silica gel [column chromatography, eluting with 1:1 ethyl acetate/hexanes] to give 70 mg (47% yield) of the desired 6-ethyl-8-phenyl-... Reactants: [OH-].[Na+] (NaOH), NC1=C(C(=O)O)C=CC(=C1)F (2-amino-4-fluorobenzoic acid), [O-]C#N.[K+] (potassium cyanate), C(C)(=O)O (acetic acid). Run in O (water). Reaction conditions: time 5 hour. Yields the product FC1=CC=C2C(NC(NC2=C1)=O)=O (7-Fluoroquinazoline-2,4(1H,3H)-dione). Isolated yield 64.1%. Reaction SMILES: [NH2:1][C:2]1[CH:10]=[C:9]([F:11])[CH:8]=[CH:7][C:3]=1[C:4](O)=[O:5].[O-:12][C:13]#[N:14].[K+].C(O)(=O)C.[OH-].[Na+]>O>[F:11][C:9]1[CH:10]=[C:2]2[C:3]([C:4](=[O:5])[NH:14][C:13](=[O:12])[NH:1]2)=[CH:7][CH:8]=1 |f:1.2,4.5|. Reported procedure: To a mixture of 2-amino-4-fluorobenzoic acid (4.0 g, 26 mmol) and potassium cyanate (3.5 g, 43 mmol) in water (200 mL) was added acetic acid (3 mL, 45 mmol) and the mixture was stirred at room temperature for about 5 h. To the mixture was added NaOH (15 g, 375 mmol) and it was stirred for another 1 h. The mixture was filtered and the solid was mixed in hot water, and it was adjusted to pH=5˜6 by addition of acetic acid. The mixture was filtered and washed with water, dried to give the title comp... The reactants are C(=O)(O)C(C(=O)NC1=CC(=CC=C1)[N+](=O)[O-])=O (N-(2-carboxy-2-oxoacetyl)-3-nitroaniline). The reagents and catalysts are [Pd] (palladium-on-carbon). Run in CO (methanol). Product: C(=O)(O)C(C(=O)NC1=CC(=CC=C1)N)=O (N-(2-carboxy-2-oxoacetyl)-1,3-phenylene diamine). RXN SMILES: [C:1]([C:4](=[O:17])[C:5]([NH:7][C:8]1[CH:13]=[CH:12][CH:11]=[C:10]([N+:14]([O-])=O)[CH:9]=1)=[O:6])([OH:3])=[O:2]>[Pd].CO>[C:1]([C:4](=[O:17])[C:5]([NH:7][C:8]1[CH:13]=[CH:12][CH:11]=[C:10]([NH2:14])[CH:9]=1)=[O:6])([OH:3])=[O:2]. Procedure details: A solution of 1.2 g. (0.005 mol) of N-(2-carboxy-2-oxoacetyl)-3-nitroaniline in 60 ml. of methanol was hydrogenated over 200 mg. of 10% palladium-on-carbon at 50 psi. When the theoretical amount of hydrogen had been absorbed the reduction was stopped, 40 ml. of 5% aqueous sodium bicarbonate solution was added and the catalyst filtered. The filtrate was evaporated to approximately 50 ml., acidified with 3N hydrochloric acid to pH 2 and the resulting precipitate filtered, washed with water and dri...